From a dataset of the Open Reaction Database (ORD), a public repository of structured organic reaction records. describe an organic reaction: reactants, conditions, products, and yield The reactants are CN(C)C=O, CCCc1c2oc(C(N)=O)cc(=O)c2cc2c(=O)cc(C(=O)OCC)oc12, O=P(Cl)(Cl)Cl. Product: CCCc1c2oc(C#N)cc(=O)c2cc2c(=O)cc(C(=O)OCC)oc12. As a reaction SMILES: [CH3:33][N:34]([CH3:35])[CH:36]=[O:37].[NH2:6][C:7](=[O:8])[c:9]1[cH:10][c:11](=[O:32])[c:12]2[c:13]([o:14]1)[c:15]([CH2:29][CH2:30][CH3:31])[c:16]1[o:17][c:18]([C:24](=[O:25])[O:26][CH2:27][CH3:28])[cH:19][c:20](=[O:23])[c:21]1[cH:22]2.[P:1]([Cl:2])([Cl:3])([Cl:4])=[O:5]>>[N:6]#[C:7][c:9]1[cH:10][c:11](=[O:32])[c:12]2[c:13]([o:14]1)[c:15]([CH2:29][CH2:30][CH3:31])[c:16]1[o:17][c:18]([C:24](=[O:25])[O:26][CH2:27][CH3:28])[cH:19][c:20](=[O:23])[c:21]1[cH:22]2. The reactants are C(C)N(C(=O)C1=C(C=CC2=CC=CC=C12)[Si](C)(C)CCl)CC (N,N-diethyl-2-[(chloromethyl)dimethylsilyl]-1-naphthalenecarboxamide), [Na+].[I-] (NaI). The solvent is C(C)#N (acetonitrile), CCOCC (ether). Yields the product C(C)N(C(=O)C1=C(C=CC2=CC=CC=C12)[Si](C)(C)CI)CC (N,N-Diethyl-2-[(iodomethyl)dimethylsilyl]-1-naphthalenecarboxamide). Isolated yield 98.0%. As a reaction SMILES: [CH2:1]([N:3]([CH2:21][CH3:22])[C:4]([C:6]1[C:15]2[C:10](=[CH:11][CH:12]=[CH:13][CH:14]=2)[CH:9]=[CH:8][C:7]=1[Si:16]([CH2:19]Cl)([CH3:18])[CH3:17])=[O:5])[CH3:2].[Na+].[I-:24]>C(#N)C.CCOCC>[CH2:1]([N:3]([CH2:21][CH3:22])[C:4]([C:6]1[C:15]2[C:10](=[CH:11][CH:12]=[CH:13][CH:14]=2)[CH:9]=[CH:8][C:7]=1[Si:16]([CH2:19][I:24])([CH3:18])[CH3:17])=[O:5])[CH3:2] |f:1.2|. Reported procedure: A solution of this naphthalenecarboxamide (1.0 g, 3.0 mmol) and NaI (13.5 g, 90 mmol) in acetonitrile (90 mL) was refluxed overnight, then was diluted with ether and filtered through celite to remove most of the salts. The filtrate was then concentrated and eluted through a plug of silica gel with ethyl acetate. Concentration of the ethyl acetate afforded 1.25 g of the desired compound as a yellow oil, a 98% yield. Reactants: ClCCS(=O)(=O)CCC(=O)NCCSC=C (3-(2-Chlorethylsulphonyl)-N-(2-vinylthioethyl)-propionamide), OO (hydrogen peroxide). Solvent: C(C)(=O)O (acetic acid), C(C)(=O)O (acetic acid). Product: ClCCS(=O)(=O)CCC(=O)NCCS(=O)C=C (3-(2-Chloroethylsulphonyl)-N-(2-vinylsulphinylethyl)-propionamide). As a reaction SMILES: [Cl:1][CH2:2][CH2:3][S:4]([CH2:7][CH2:8][C:9]([NH:11][CH2:12][CH2:13][S:14][CH:15]=[CH2:16])=[O:10])(=[O:6])=[O:5].[OH:17]O>C(O)(=O)C>[Cl:1][CH2:2][CH2:3][S:4]([CH2:7][CH2:8][C:9]([NH:11][CH2:12][CH2:13][S:14]([CH:15]=[CH2:16])=[O:17])=[O:10])(=[O:5])=[O:6]. Reported procedure: A suspension of 6 g Intermediate 2 in 25 ml acetic acid was treated at 20° C. with 2.5 ml of 30 % hydrogen peroxide and 3 ml acetic acid. After 2 hours the solution was evaporated and the residue stirred with ether. The solid was filtered, dried and recrystallised from ethanol-petrolether. Yield 4.85 g; Mp. 108° to 109° C. Starting materials: CC(=O)N(c1ccc(Cl)cc1)C1CC(C)N(C(=O)c2ccc(O)cc2)c2ccccc21, ClCC1CO1, [K+], [K+], O=C([O-])[O-], CN(C)C=O. Yields the product CC(=O)N(c1ccc(Cl)cc1)C1CC(C)N(C(=O)c2ccc(OCC3CO3)cc2)c2ccccc21. Reaction SMILES: [Cl:1][c:2]1[cH:3][cH:4][c:5]([N:8]([C:9]([CH3:10])=[O:11])[CH:12]2[CH2:13][CH:14]([CH3:31])[N:15]([C:22]([c:23]3[cH:24][cH:25][c:26]([OH:29])[cH:27][cH:28]3)=[O:30])[c:16]3[cH:17][cH:18][cH:19][cH:20][c:21]32)[cH:6][cH:7]1.[Cl:38][CH2:39][CH:40]1[O:41][CH2:42]1.[K+:32].[K+:33].[O-:34][C:35]([O-:36])=[O:37].[O:43]=[CH:44][N:45]([CH3:46])[CH3:47]>>[Cl:1][c:2]1[cH:3][cH:4][c:5]([N:8]([C:9]([CH3:10])=[O:11])[CH:12]2[CH2:13][CH:14]([CH3:31])[N:15]([C:22]([c:23]3[cH:24][cH:25][c:26]([O:29][CH2:39][CH:40]4[O:41][CH2:42]4)[cH:27][cH:28]3)=[O:30])[c:16]3[cH:17][cH:18][cH:19][cH:20][c:21]32)[cH:6][cH:7]1. RXN SMILES: [C:41]([O:42][CH2:43][CH3:44])(=[O:45])[CH3:46].[CH2:38]([OH:39])[CH3:40].[Cl:25][c:26]1[cH:27][cH:28][c:29]2[n:30]([n:31]1)[n:32][c:33]([C:35](=[O:36])[OH:37])[n:34]2.[OH2:47].[c:1]1([CH:7]([O:8][CH:9]2[CH2:10][CH2:11][N:12]([CH2:15][CH2:16][CH2:17][NH2:18])[CH2:13][CH2:14]2)[c:19]2[cH:20][cH:21][cH:22][cH:23][cH:24]2)[cH:2][cH:3][cH:4][cH:5][cH:6]1>>[c:1]1([CH:7]([O:8][CH:9]2[CH2:10][CH2:11][N:12]([CH2:15][CH2:16][CH2:17][NH:18][c:26]3[cH:27][cH:28][c:29]4[n:30]([n:31]3)[n:32][c:33]([C:35](=[O:36])[OH:37])[n:34]4)[CH2:13][CH2:14]2)[c:19]2[cH:20][cH:21][cH:22][cH:23][cH:24]2)[cH:2][cH:3][cH:4][cH:5][cH:6]1. Starting materials: CCOC(C)=O, CCO, O=C(O)c1nc2ccc(Cl)nn2n1, O, NCCCN1CCC(OC(c2ccccc2)c2ccccc2)CC1. Yields the product O=C(O)c1nc2ccc(NCCCN3CCC(OC(c4ccccc4)c4ccccc4)CC3)nn2n1. Reactants: [H][H] (hydrogen), product, O (water), C1(=CC=CC=C1)C(CCCCC(=O)C1=CC=CC=C1)=O (1,6-diphenylhexane-1,6-dione), Cl (hydrochloric acid). Reagents/catalysts: [Pd] (Pd-C). The solvent is O1CCCC1 (tetrahydrofuran), C(C)O (ethanol). The product is C1(=CC=CC=C1)CCCCCCC1=CC=CC=C1 (1,6-diphenylhexane). Isolated yield 94.5%. RXN SMILES: O.[C:2]1([C:8](=O)[CH2:9][CH2:10][CH2:11][CH2:12][C:13]([C:15]2[CH:20]=[CH:19][CH:18]=[CH:17][CH:16]=2)=O)[CH:7]=[CH:6][CH:5]=[CH:4][CH:3]=1.Cl.[H][H]>[Pd].O1CCCC1.C(O)C>[C:2]1([CH2:8][CH2:9][CH2:10][CH2:11][CH2:12][CH2:13][C:15]2[CH:16]=[CH:17][CH:18]=[CH:19][CH:20]=2)[CH:7]=[CH:6][CH:5]=[CH:4][CH:3]=1. Reported procedure: In a 2-liter three-necked flask equipped with a stirring device and a nitrogen substituting device, 5 g of a Pd-C catalyst (a 5% product, containing 55.9% of water) and a solution of 100.9 g of 1,6-diphenylhexane-1,6-dione in 400 milliliters of tetrahydrofuran and 400 milliliters of denatured ethanol as well as 5 milliliters of 6N-hydrochloric acid were introduced, stirred at a normal pressure and contacted with hydrogen gas. After absorption of hydrogen was stopped, the catalyst was filtered of...